This data is from the Open Reaction Database (ORD), a public repository of structured organic reaction records. The task is: describe an organic reaction: reactants, conditions, products, and yield Starting materials: O=C([O-])[O-], CC(C)(C)OC(=O)NN, [Cs+], [Cs+], I[Cu]I, Ic1ccc(-n2cccc2)cc1, CN(C)C=O, c1cnc2c(c1)ccc1cccnc12. Product: CC(C)(C)OC(=O)N(N)c1ccc(-n2cccc2)cc1. RXN SMILES: [C:15](=[O:16])([O-:17])[O-:18].[C:33]([CH3:34])([CH3:35])([CH3:36])[O:37][C:38](=[O:39])[NH:40][NH2:41].[Cs+:19].[Cs+:20].[Cu:42]([I:43])[I:44].[I:21][c:22]1[cH:23][cH:24][c:25](-[n:28]2[cH:29][cH:30][cH:31][cH:32]2)[cH:26][cH:27]1.[O:45]=[CH:46][N:47]([CH3:48])[CH3:49].[cH:1]1[cH:2][c:3]2[cH:4][cH:5][c:6]3[c:7]([c:8]2[n:9][cH:10]1)[n:11][cH:12][cH:13][cH:14]3>>[c:22]1([N:40]([C:38]([O:37][C:33]([CH3:34])([CH3:35])[CH3:36])=[O:39])[NH2:41])[cH:23][cH:24][c:25](-[n:28]2[cH:29][cH:30][cH:31][cH:32]2)[cH:26][cH:27]1. The reactants are C(=O)(O)C1CC2=CC=CC=C2C1 (2-carboxy-indan), CO (methanol). Run at temperature 0 celsius, time 8 hour. Yields the product C(=O)(OC)C1CC2=CC=CC=C2C1 (2-carbomethoxy-indan). Reaction SMILES: [C:1]([CH:4]1[CH2:12][C:11]2[C:6](=[CH:7][CH:8]=[CH:9][CH:10]=2)[CH2:5]1)([OH:3])=[O:2].[CH3:13]O>>[C:1]([CH:4]1[CH2:12][C:11]2[C:6](=[CH:7][CH:8]=[CH:9][CH:10]=2)[CH2:5]1)([O:3][CH3:13])=[O:2]. Procedure: Dissolve 2-carboxy-indan (2.5 g, 15.4 mmol) in methanol and cool to 0° C. Saturate with hydrochloride gas then add 2,2-dimethoxypropane (2-3 mL). Stir overnight then evaporate the solvent in vacuo. Purify by silica gel chromatography (2:1 methylene chloride/hexane) to give 2-carbomethoxy-indan as a water white oil. (2.04 g, 75%). The product is C(C1=CC=CC=C1)SC1=CC=CC(=N1)N(S(=O)(=O)C(C)C)CC (N-(6-benzylthiopyridin-2-yl)-N-ethylisopropylsulfonamide). As a reaction SMILES: [CH2:1]([S:8][C:9]1[CH:14]=[CH:13][CH:12]=[C:11]([NH:15][CH2:16][CH3:17])[N:10]=1)[C:2]1[CH:7]=[CH:6][CH:5]=[CH:4][CH:3]=1.C([Li])CCC.[CH:23]([S:26](Cl)(=[O:28])=[O:27])([CH3:25])[CH3:24].Cl>O.CCCCCC.O1CCCC1>[CH2:1]([S:8][C:9]1[N:10]=[C:11]([N:15]([CH2:16][CH3:17])[S:26]([CH:23]([CH3:25])[CH3:24])(=[O:28])=[O:27])[CH:12]=[CH:13][CH:14]=1)[C:2]1[CH:3]=[CH:4][CH:5]=[CH:6][CH:7]=1. Reaction conditions: time 0.5 hour. Procedure details: To a mixture of 3.16 g of the 2-benzylthio-6-ethylaminopyridine obtained in 1) above and 30 ml of tetrahydrofuran was added dropwise 9.4 ml of a 1.65 mol/l hexane solution of n-butyl lithium at -10° to 0° C. in a nitrogen stream. To the reaction mixture was added 1.84 g of isopropylsulfonyl chloride at 0° to 15° C., followed by reacting for 0.5 hour. After completion of the reaction, the reaction mixture was poured into water, made weakly acidic with hydrochloric acid, and extracted with methyle... The solvent is O1CCCC1 (tetrahydrofuran), O (water), CCCCCC (hexane). The yield is 17.0%. The reactants are C(C1=CC=CC=C1)SC1=NC(=CC=C1)NCC (2-benzylthio-6-ethylaminopyridine), Cl (hydrochloric acid), C(C)(C)S(=O)(=O)Cl (isopropylsulfonyl chloride), C(CCC)[Li] (n-butyl lithium). Reactants: Oc1c(Cl)cc(Br)cc1Cl, O=C([O-])[O-], CN(C)C=O, O=[N+]([O-])c1ccc(F)cc1C(F)(F)F, [K+], [K+]. Product: O=[N+]([O-])c1ccc(Oc2c(Cl)cc(Br)cc2Cl)cc1C(F)(F)F. As a reaction SMILES: [Br:1][c:2]1[cH:3][c:4]([Cl:10])[c:5]([OH:9])[c:6]([Cl:8])[cH:7]1.[C:25](=[O:26])([O-:27])[O-:28].[CH3:31][N:32]([CH3:33])[CH:34]=[O:35].[F:11][c:12]1[cH:13][cH:14][c:15]([N+:22](=[O:23])[O-:24])[c:16]([C:18]([F:19])([F:20])[F:21])[cH:17]1.[K+:29].[K+:30]>>[Br:1][c:2]1[cH:3][c:4]([Cl:10])[c:5]([O:9][c:12]2[cH:13][cH:14][c:15]([N+:22](=[O:23])[O-:24])[c:16]([C:18]([F:19])([F:20])[F:21])[cH:17]2)[c:6]([Cl:8])[cH:7]1.